This data is from the Open Reaction Database (ORD), a public repository of structured organic reaction records. The task is: describe an organic reaction: reactants, conditions, products, and yield Isolated yield 41.0%. Procedure details: The procedure is as in Example 1, but starting with 0.2 g of benzyl (4R)-3-[3-{2-[4-tert-butoxycarbonyl-2-[(2RS)-5-norbornen-2-yl]-3-thiazolidinyl]-2-oxoethyl}ureido]phenylacetate (mixture of isomers C and D), 0.13 g of Ammonium formate and 0.2 g of palladium on charcoal (10% Pd). 0.07 g of (4R)-3-[3-{2-[4-tert-butoxycarbonyl-2- ((2RS) -2-norbornyl)-3-thiazolidinyl]-2-oxoethyl}ureido]phenylacetic acid (mixture of isomers C and D) is thereby obtained in the form of a white product, melting point ... Reaction SMILES: [C:1]([O:5][C:6]([C@@H:8]1[CH2:12][S:11][CH:10]([CH:13]2[CH2:18][CH:17]3[CH2:19][CH:14]2[CH:15]=[CH:16]3)[N:9]1[C:20](=[O:43])[CH2:21][NH:22][C:23](=[O:42])[NH:24][C:25]1[CH:26]=[C:27]([CH2:31][C:32]([O:34]CC2C=CC=CC=2)=[O:33])[CH:28]=[CH:29][CH:30]=1)=[O:7])([CH3:4])([CH3:3])[CH3:2].C([O-])=O.[NH4+]>[Pd]>[C:1]([O:5][C:6]([C@@H:8]1[CH2:12][S:11][CH:10]([CH:13]2[CH2:18][CH:17]3[CH2:19][CH:14]2[CH2:15][CH2:16]3)[N:9]1[C:20](=[O:43])[CH2:21][NH:22][C:23](=[O:42])[NH:24][C:25]1[CH:26]=[C:27]([CH2:31][C:32]([OH:34])=[O:33])[CH:28]=[CH:29][CH:30]=1)=[O:7])([CH3:4])([CH3:2])[CH3:3] |f:1.2|. Reagents/catalysts: [Pd] (palladium on charcoal). The product is C(C)(C)(C)OC(=O)[C@H]1N(C(SC1)C1C2CCC(C1)C2)C(CNC(NC=2C=C(C=CC2)CC(=O)O)=O)=O ((4R)-3-[3-{2-[4-tert-butoxycarbonyl-2- ((2RS) -2-norbornyl)-3-thiazolidinyl]-2-oxoethyl}ureido]phenylacetic acid). The reactants are C(C)(C)(C)OC(=O)[C@H]1N(C(SC1)C1C2C=CC(C1)C2)C(CNC(NC=2C=C(C=CC2)CC(=O)OCC2=CC=CC=C2)=O)=O (benzyl (4R)-3-[3-{2-[4-tert-butoxycarbonyl-2-[(2RS)-5-norbornen-2-yl]-3-thiazolidinyl]-2-oxoethyl}ureido]phenylacetate), C(=O)[O-].[NH4+] (Ammonium formate). Reactants: CC(C)=O, COC1(CC=CS(C)(=O)=O)CCOCC1, [I-], [Na+]. Yields the product COC1(C=CCI)CCOCC1. RXN SMILES: [CH3:18][C:19](=[O:20])[CH3:21].[CH3:1][O:2][C:3]1([CH2:9][CH:10]=[CH:11][S:12]([CH3:13])(=[O:14])=[O:15])[CH2:4][CH2:5][O:6][CH2:7][CH2:8]1.[I-:17].[Na+:16]>>[CH3:1][O:2][C:3]1([CH:9]=[CH:10][CH2:11][I:17])[CH2:4][CH2:5][O:6][CH2:7][CH2:8]1. Starting materials: Cl, CN(C(=O)N(C)C1CNCC1c1ccc(Cl)c(Cl)c1)c1cc(C(F)(F)F)cc(C(F)(F)F)c1, O=C(O)C1CCOCC1. The product is CN(C(=O)N(C)C1CN(C(=O)C2CCOCC2)CC1c1ccc(Cl)c(Cl)c1)c1cc(C(F)(F)F)cc(C(F)(F)F)c1. RXN SMILES: [ClH:1].[F:2][C:3]([c:4]1[cH:5][c:6]([N:14]([C:15](=[O:16])[N:17]([CH3:18])[CH:19]2[CH2:20][NH:21][CH2:22][CH:23]2[c:24]2[cH:25][c:26]([Cl:31])[c:27]([Cl:30])[cH:28][cH:29]2)[CH3:32])[cH:7][c:8]([C:10]([F:11])([F:12])[F:13])[cH:9]1)([F:33])[F:34].[O:35]1[CH2:36][CH2:37][CH:38]([C:41](=[O:42])[OH:43])[CH2:39][CH2:40]1>>[F:2][C:3]([c:4]1[cH:5][c:6]([N:14]([C:15](=[O:16])[N:17]([CH3:18])[CH:19]2[CH2:20][N:21]([C:41]([CH:38]3[CH2:37][CH2:36][O:35][CH2:40][CH2:39]3)=[O:42])[CH2:22][CH:23]2[c:24]2[cH:25][c:26]([Cl:31])[c:27]([Cl:30])[cH:28][cH:29]2)[CH3:32])[cH:7][c:8]([C:10]([F:11])([F:12])[F:13])[cH:9]1)([F:33])[F:34]. Reactants: FC1=C(C=CC(=C1)I)NC1=C(C(=O)O)C=CN=C1 (3-[(2-fluoro-4-iodophenyl)amino]isonicotinic acid), FC1=C(C=CC(=C1)I)NC1=C(C(=O)O)C=CN=C1 (3-[(2-fluoro-4-iodophenyl)amino]isonicotinic acid), O(N)CC(=O)O (aminoxy-acetic acid). Product: FC1=C(C=CC(=C1)I)NC1=C(C(=O)NOCC(=O)O)C=CN=C1 ([({3-[(2-fluoro-4-iodophenyl)amino]isonicotinoyl}amino)oxy]acetic acid). RXN SMILES: [F:1][C:2]1[CH:7]=[C:6]([I:8])[CH:5]=[CH:4][C:3]=1[NH:9][C:10]1[CH:18]=[N:17][CH:16]=[CH:15][C:11]=1[C:12]([OH:14])=O.[O:19]([CH2:21][C:22]([OH:24])=[O:23])[NH2:20]>>[F:1][C:2]1[CH:7]=[C:6]([I:8])[CH:5]=[CH:4][C:3]=1[NH:9][C:10]1[CH:18]=[N:17][CH:16]=[CH:15][C:11]=1[C:12]([NH:20][O:19][CH2:21][C:22]([OH:24])=[O:23])=[O:14]. Procedure details: [({3-[(2-fluoro-4-iodophenyl)amino]isonicotinoyl}amino)oxy]acetic acid was synthesized according to the procedure for General Method 1, outlined above, starting with 0.3 mmol of 3-[(2-fluoro-4-iodophenyl)amino]isonicotinic acid (intermediate 1) and 0.51 mmol of aminoxy-acetic acid. LC/MS [5.21 min; 432 (M+1)]